Dataset: the Open Reaction Database (ORD), a public repository of structured organic reaction records. Task: describe an organic reaction: reactants, conditions, products, and yield The reactants are O(C1=CC=CC=C1)C1=NC=2C=CC=CC2C2=C1N=CN2CCC2CCN(CC2)C(=O)OC(C)(C)C (tert-butyl 4-[2-(4-phenoxy-1H-imidazo[4,5-c]-quinolin-1-yl)ethyl]-1-piperidinecarboxylate), C(C)(=O)[O-].[NH4+] (ammonium acetate), [OH-].[Na+] (sodium hydroxide). The solvent is O (water). Reaction conditions: temperature 140 celsius, time 3 hour. Product: NC1=NC=2C=CC=CC2C2=C1N=CN2CCC2CCN(CC2)C(=O)OC(C)(C)C (tert-Butyl 4-[2-(4-amino-1H-imidazo[4,5-c]quinolin-1-yl)ethyl]-1-piperidinecarboxylate). Isolated yield 51.1%. As a reaction SMILES: O([C:8]1[C:17]2[N:18]=[CH:19][N:20]([CH2:21][CH2:22][CH:23]3[CH2:28][CH2:27][N:26]([C:29]([O:31][C:32]([CH3:35])([CH3:34])[CH3:33])=[O:30])[CH2:25][CH2:24]3)[C:16]=2[C:15]2[CH:14]=[CH:13][CH:12]=[CH:11][C:10]=2[N:9]=1)C1C=CC=CC=1.C([O-])(=O)C.[NH4+:40].[OH-].[Na+]>O>[NH2:40][C:8]1[C:17]2[N:18]=[CH:19][N:20]([CH2:21][CH2:22][CH:23]3[CH2:28][CH2:27][N:26]([C:29]([O:31][C:32]([CH3:33])([CH3:35])[CH3:34])=[O:30])[CH2:25][CH2:24]3)[C:16]=2[C:15]2[CH:14]=[CH:13][CH:12]=[CH:11][C:10]=2[N:9]=1 |f:1.2,3.4|. Procedure details: A mixture of 4.40 g of tert-butyl 4-[2-(4-phenoxy-1H-imidazo[4,5-c]-quinolin-1-yl)ethyl]-1-piperidinecarboxylate and 34.5 g of ammonium acetate was stirred at 140° C. for 3 hours. The reaction mixture was added with water, adjusted to pH 9 with 10% aqueous sodium hydroxide solution, and extracted with methylene chloride. The extract was washed with saturated brine, and dried, and then the solvent was evaporated. The resulting residue was purified by alumina column chromatography using methylene ... Procedure: According to the preparation of 69, 42 (1.13 g, 4.5 mmol) and ethyl iodide (1.40 g, 9.00 mmol) was used to yield 74 (1.06 g, 84.1%) as colorless powder. Reactants: COC1=NC(=NC2=CC=CC=C12)C1=CC=CC=C1 (4-Methoxy-2-phenylquinazoline), COC1=C(C=CC=C1)C1=NC2=CC=CC=C2C(N1)=O (2-(2′-Methoxyphenyl)-4-quinazolinone), C(C)I (ethyl iodide). Yield: 84.1%. RXN SMILES: CO[C:3]1[C:12]2C(=CC=CC=2)N=C(C2C=CC=CC=2)N=1.[CH3:19][O:20][C:21]1[CH:26]=[CH:25][CH:24]=[CH:23][C:22]=1[C:27]1[NH:36][C:35](=[O:37])[C:34]2[C:29](=[CH:30][CH:31]=[CH:32][CH:33]=2)[N:28]=1.C(I)C>>[CH2:3]([O:37][C:35]1[C:34]2[C:29](=[CH:30][CH:31]=[CH:32][CH:33]=2)[N:28]=[C:27]([C:22]2[CH:23]=[CH:24][CH:25]=[CH:26][C:21]=2[O:20][CH3:19])[N:36]=1)[CH3:12]. Yields the product C(C)OC1=NC(=NC2=CC=CC=C12)C1=C(C=CC=C1)OC (4-Ethoxy-2-(2′-methoxyphenyl)quinazoline). Reactants: O=CC1=CC(O)=C(OC)C=C1 (isovanillin), C([O-])([O-])=O.[K+].[K+] (potassium carbonate), ICC (iodoethane), CN(C)C=O (DMF). The solvent is O (water). Run at time 8 hour. Product: COC1=C(C=C(C=O)C=C1)OCC (4-methoxy-3-ethoxybenzaldehyde). Yield: 91.1%. As a reaction SMILES: [O:1]=[CH:2][C:3]1[CH:11]=[CH:10][C:7]([O:8][CH3:9])=[C:5]([OH:6])[CH:4]=1.C(=O)([O-])[O-].[K+].[K+].I[CH2:19][CH3:20].CN(C=O)C>O>[CH3:9][O:8][C:7]1[CH:10]=[CH:11][C:3]([CH:2]=[O:1])=[CH:4][C:5]=1[O:6][CH2:19][CH3:20] |f:1.2.3|. Reported procedure: To a 500 ml three-neck flask equipped with a mechanical stirrer and an inert gas tube were added 30.5 g of isovanillin, 55.2 g of potassium carbonate, 49.9 g of iodoethane and 140 ml of DMF. The mixture was stirred overnight at the room temperature. The mixture was poured into 1400 ml of water, and then the resultant mixture was extracted with ethyl acetate (600 ml×2). The ethyl acetate layers were combined. The organic phase was washed with saturated Na2CO3 (200 ml×3), 200 ml of water and 200 m... The reactants are COc1ccc(N=C=O)cc1, OC1CCN(CCc2c[nH]c3ccccc23)C1, c1ccccc1. Product: COc1ccc(NC(=O)OC2CCN(CCc3c[nH]c4ccccc34)C2)cc1. As a reaction SMILES: [CH3:18][O:19][c:20]1[cH:21][cH:22][c:23]([N:26]=[C:27]=[O:28])[cH:24][cH:25]1.[OH:1][CH:2]1[CH2:3][N:4]([CH2:7][CH2:8][c:9]2[cH:10][nH:11][c:12]3[cH:13][cH:14][cH:15][cH:16][c:17]23)[CH2:5][CH2:6]1.[cH:29]1[cH:30][cH:31][cH:32][cH:33][cH:34]1>>[O:1]([CH:2]1[CH2:3][N:4]([CH2:7][CH2:8][c:9]2[cH:10][nH:11][c:12]3[cH:13][cH:14][cH:15][cH:16][c:17]23)[CH2:5][CH2:6]1)[C:27]([NH:26][c:23]1[cH:22][cH:21][c:20]([O:19][CH3:18])[cH:25][cH:24]1)=[O:28]. Starting materials: [Si](C)(C)(C(C)(C)C)OC(CNCC1=C(C=C(C=C1[N+](=O)[O-])Cl)Cl)C ([2-(tert-butyldimethylsilanyloxy)propyl]-(2,4-dichloro-6-nitrobenzyl)amine), ClC=1C2=CN(N=C2C=C(C1)Cl)CC(C)=O (1-(4,6-dichloro-2H-indazol-2-yl)propan-2-one), [Si](C)(C)(C(C)(C)C)OC(CN1N=C2C=C(C=C(C2=C1)Cl)Cl)C (2-[2-(tert-butyldimethylsilanyloxy)propyl]-4,6-dichloro-2H-indazole). Yields the product NC(C#N)(CN1N=C2C=C(C=C(C2=C1)Cl)Cl)C (2-Amino-3-(4,6-dichloro-2H-indazol-2-yl)-2-methylpropionitrile), ClC=1C2=CN(N=C2C=C(C1)Cl)CC(C)=O (1-(4,6-Dichloro-2H-indazol-2-yl)propan-2-one). Yield: 54.0%. As a reaction SMILES: [Cl:1][C:2]1[C:3]2[C:7]([CH:8]=[C:9]([Cl:11])[CH:10]=1)=[N:6][N:5]([CH2:12][C:13](=O)[CH3:14])[CH:4]=2.[Si](OC(C)[CH2:25][N:26]1C=C2C(C=C(Cl)C=C2Cl)=N1)(C(C)(C)C)(C)C.[Si]([O:45][CH:46]([CH3:61])[CH2:47][NH:48][CH2:49][C:50]1[C:55]([N+:56]([O-])=O)=[CH:54][C:53]([Cl:59])=[CH:52][C:51]=1[Cl:60])(C(C)(C)C)(C)C>>[NH2:48][C:13]([CH3:14])([CH2:12][N:5]1[CH:4]=[C:3]2[C:7]([CH:8]=[C:9]([Cl:11])[CH:10]=[C:2]2[Cl:1])=[N:6]1)[C:25]#[N:26].[Cl:60][C:51]1[C:50]2[C:55]([CH:54]=[C:53]([Cl:59])[CH:52]=1)=[N:56][N:48]([CH2:47][C:46](=[O:45])[CH3:61])[CH:49]=2. Reported procedure: 2-Amino-3-(4,6-dichloro-2H-indazol-2-yl)-2-methylpropionitrile (88 mg, 54%) was prepared using a procedure similar to that described in Example 1, part b, except starting from 1-(4,6-dichloro-2H-indazol-2-yl)propan-2-one (146 mg). 1-(4,6-Dichloro-2H-indazol-2-yl)propan-2-one was prepared using a procedure similar to that described in Example 105 part c and d except starting from 2-[2-(tert-butyldimethylsilanyloxy)propyl]-4,6-dichloro-2H-indazole that was prepared using a procedure similar to tha... The reactants are FC=1C=C(CN2C(C(=C(C=C2)OC)C#N)=O)C=CC1 (1-(3-fluorobenzyl)-4-methoxy-2-oxo-1,2-dihydropyridine-3-carbonitrile), [H-].[Na+] (sodium hydride), Cl (HCl). The solvent is CN(C)C=O (DMF), CN(C)C=O (DMF). Reaction conditions: temperature 100 celsius. The product is FC=1C=C(CN2C(C(=C(C=C2)O)C#N)=O)C=CC1 (1-(3-fluorobenzyl)-4-hydroxy-2-oxo-1,2-dihydro-pyridine-3-carbonitrile). The yield is 92.0%. RXN SMILES: [H-].[Na+].[F:3][C:4]1[CH:5]=[C:6]([CH:19]=[CH:20][CH:21]=1)[CH2:7][N:8]1[CH:13]=[CH:12][C:11]([O:14]C)=[C:10]([C:16]#[N:17])[C:9]1=[O:18].Cl>CN(C=O)C>[F:3][C:4]1[CH:5]=[C:6]([CH:19]=[CH:20][CH:21]=1)[CH2:7][N:8]1[CH:13]=[CH:12][C:11]([OH:14])=[C:10]([C:16]#[N:17])[C:9]1=[O:18] |f:0.1|. Procedure details: To a solution of sodium hydride (92 mg of a 60% dispersion in mineral oil, 2.3 mmol) in DMF (7 mL) was added ethanethio](0.14 g, 2.2 mmol), followed by a solution of 1-(3-fluorobenzyl)-4-methoxy-2-oxo-1,2-dihydropyridine-3-carbonitrile (0.23 g, 0.89 mmol) in DMF (2 mL), and the reaction mixture was heated to 100° C. The reaction mixture was cooled to room temperature, acidified with 3 N HCl, and washed with EtOAc. The organic solution was washed with brine, dried (Na2SO4), filtered and concentra... Reactants: [Br-], C1CCOC1, CCOCC, [Mg+]CCC1CCCCC1, O=Cc1cncs1. The product is OC(CCC1CCCCC1)c1cncs1. Reaction SMILES: [Br-:8].[CH2:18]1[O:19][CH2:20][CH2:21][CH2:22]1.[CH2:23]([O:24][CH2:25][CH3:26])[CH3:27].[CH:9]1([CH2:15][CH2:16][Mg+:17])[CH2:10][CH2:11][CH2:12][CH2:13][CH2:14]1.[s:1]1[cH:2][n:3][cH:4][c:5]1[CH:6]=[O:7]>>[s:1]1[cH:2][n:3][cH:4][c:5]1[CH:6]([OH:7])[CH2:16][CH2:15][CH:9]1[CH2:10][CH2:11][CH2:12][CH2:13][CH2:14]1.